describe an organic reaction: reactants, conditions, products, and yield From a dataset of the Open Reaction Database (ORD), a public repository of structured organic reaction records. The reactants are C(C1=CC=CC=C1)C=1OC(=NN1)C=1C(=NOC1C1=CC=C(C=C1)Br)C (2-benzyl-5-[5-(4-bromo-phenyl)-3-methyl-isoxazol-4-yl]-[1,3,4]oxadiazole), C(C)OC(=O)C1(CC1)C1=CC=C(C=C1)B1OC(C(O1)(C)C)(C)C (1-[4-(4,4,5,5-tetramethyl-[1,3,2]dioxaborolan-2-yl)-phenyl]-cyclopropanecarboxylic acid ethyl ester). Product: C(C)OC(=O)C1(CC1)C1=CC=C(C=C1)C1=CC=C(C=C1)C1=C(C(=NO1)C)C=1OC(=NN1)CC1=CC=CC=C1 (1-{4′-[4-(5-Benzyl-[1,3,4]oxadiazol-2-yl)-3-methyl-isoxazol-5-yl]-biphenyl-4-yl}-cyclopropanecarboxylic acid ethyl ester). Reaction SMILES: [CH2:1]([C:8]1[O:9][C:10]([C:13]2[C:14]([CH3:25])=[N:15][O:16][C:17]=2[C:18]2[CH:23]=[CH:22][C:21](Br)=[CH:20][CH:19]=2)=[N:11][N:12]=1)[C:2]1[CH:7]=[CH:6][CH:5]=[CH:4][CH:3]=1.[CH2:26]([O:28][C:29]([C:31]1([C:34]2[CH:39]=[CH:38][C:37](B3OC(C)(C)C(C)(C)O3)=[CH:36][CH:35]=2)[CH2:33][CH2:32]1)=[O:30])[CH3:27]>>[CH2:26]([O:28][C:29]([C:31]1([C:34]2[CH:39]=[CH:38][C:37]([C:21]3[CH:22]=[CH:23][C:18]([C:17]4[O:16][N:15]=[C:14]([CH3:25])[C:13]=4[C:10]4[O:9][C:8]([CH2:1][C:2]5[CH:7]=[CH:6][CH:5]=[CH:4][CH:3]=5)=[N:12][N:11]=4)=[CH:19][CH:20]=3)=[CH:36][CH:35]=2)[CH2:32][CH2:33]1)=[O:30])[CH3:27]. Procedure details: Prepared according to the procedure described in Example 1, Step 10, using 2-benzyl-5-[5-(4-bromo-phenyl)-3-methyl-isoxazol-4-yl]-[1,3,4]oxadiazole and 1-[4-(4,4,5,5-tetramethyl-[1,3,2]dioxaborolan-2-yl)-phenyl]-cyclopropanecarboxylic acid ethyl ester. Starting materials: BrC=1C=C(C2=C(N=C(S2)NC(=O)NCC)C1)Br (1-(5,7-dibromo-benzothiazol-2-yl)-3-ethyl-urea), N1=CC(=CC=C1)B(O)O (pyridine-3-boronic acid), [O-]P(=O)([O-])[O-].[K+].[K+].[K+] (K3PO4), C(Cl)Cl (CH2Cl2). Solvent: CN(C)C=O.O (DMF H2O). Run at temperature 120 celsius. The product is N1=CC(=CC=C1)C=1C=C(C2=C(N=C(S2)NC(=O)NCC)C1)C=1C=NC=CC1 (1-(5,7-Di-pyridin-3-yl-benzothiazol-2-yl)-3-ethyl-urea). RXN SMILES: Br[C:2]1[CH:3]=[C:4](Br)[C:5]2[S:9][C:8]([NH:10][C:11]([NH:13][CH2:14][CH3:15])=[O:12])=[N:7][C:6]=2[CH:16]=1.[N:18]1[CH:23]=[CH:22][CH:21]=[C:20](B(O)O)[CH:19]=1.[O-]P([O-])([O-])=O.[K+].[K+].[K+].C(Cl)Cl>CN(C=O)C.O>[N:18]1[CH:23]=[CH:22][CH:21]=[C:20]([C:2]2[CH:3]=[C:4]([C:20]3[CH:19]=[N:18][CH:23]=[CH:22][CH:21]=3)[C:5]3[S:9][C:8]([NH:10][C:11]([NH:13][CH2:14][CH3:15])=[O:12])=[N:7][C:6]=3[CH:16]=2)[CH:19]=1 |f:2.3.4.5,7.8|. Procedure details: To a solution of 1-(5,7-dibromo-benzothiazol-2-yl)-3-ethyl-urea (1.60 g, 0.40 mmol) in DMF-H2O (2:1, 48 mL) was added pyridine-3-boronic acid (0.51 g, 0.42 mmol) and K3PO4 (0.90 g, 0.42 mmol) under nitrogen atmosphere at room temperature. The reaction mixture was then degassed for 30 min followed by addition of [1,1′-bis(diphenylphosphino)ferrocene]dichloropalladium(II) complex with CH2Cl2 (0.35 g, 0.042 mmol). The reaction mixture was then again degassed for 30 min and heated at 120° C. for 1 h... Reactants: CC(OC1CCCCO1)C1(c2cc(F)ccc2F)CO1, [H-], [Na+], CN(C)C=O, c1nc[nH]n1. Yields the product CC(OC1CCCCO1)C(O)(Cn1cncn1)c1cc(F)ccc1F. RXN SMILES: [F:8][c:9]1[c:10]([C:16]2([CH:19]([CH3:20])[O:21][CH:22]3[O:23][CH2:24][CH2:25][CH2:26][CH2:27]3)[O:17][CH2:18]2)[cH:11][c:12]([F:15])[cH:13][cH:14]1.[H-:2].[Na+:1].[O:28]=[CH:29][N:30]([CH3:31])[CH3:32].[nH:3]1[n:4][cH:5][n:6][cH:7]1>>[n:3]1([CH2:18][C:16]([c:10]2[c:9]([F:8])[cH:14][cH:13][c:12]([F:15])[cH:11]2)([OH:17])[CH:19]([CH3:20])[O:21][CH:22]2[O:23][CH2:24][CH2:25][CH2:26][CH2:27]2)[n:4][cH:5][n:6][cH:7]1. Starting materials: [Al+3], O=C(Cl)c1ccncc1, Cc1c[nH]c(=O)[nH]1, [Cl-], [Cl-], [Cl-], ClCC(Cl)(Cl)Cl, Cl. Yields the product Cc1[nH]c(=O)[nH]c1C(=O)c1ccncc1. Reaction SMILES: [Al+3:19].[C:9]([c:10]1[cH:11][cH:12][n:13][cH:14][cH:15]1)(=[O:16])[Cl:17].[CH3:1][c:2]1[nH:3][c:4](=[O:7])[nH:5][cH:6]1.[Cl-:18].[Cl-:20].[Cl-:21].[Cl:22][CH2:23][C:24]([Cl:25])([Cl:26])[Cl:27].[ClH:8]>>[CH3:1][c:2]1[nH:3][c:4](=[O:7])[nH:5][c:6]1[C:9]([c:10]1[cH:11][cH:12][n:13][cH:14][cH:15]1)=[O:16]. Reactants: [N+](=O)(O)[O-] (HNO3), C(CCC)N1C(N(C(C=C1C)=O)C)=O (1-butyl-3,6-dimethyl-1H-pyrimidine-2,4-dione), ice. Run in OS(=O)(=O)O (H2SO4). Run at temperature 0 celsius, time 30 minute. Yields the product C(CCC)N1C(N(C(C(=C1C)[N+](=O)[O-])=O)C)=O (1-Butyl-3,6-dimethyl-5-nitro-1H-pyrimidine-2,4-dione). The yield is 83.0%. Reaction SMILES: [CH2:1]([N:5]1[C:10]([CH3:11])=[CH:9][C:8](=[O:12])[N:7]([CH3:13])[C:6]1=[O:14])[CH2:2][CH2:3][CH3:4].[N+:15]([O-])([OH:17])=[O:16]>OS(O)(=O)=O>[CH2:1]([N:5]1[C:10]([CH3:11])=[C:9]([N+:15]([O-:17])=[O:16])[C:8](=[O:12])[N:7]([CH3:13])[C:6]1=[O:14])[CH2:2][CH2:3][CH3:4]. Procedure: To 1.69 g (8.61 mmol) of 1-butyl-3,6-dimethyl-1H-pyrimidine-2,4-dione in 30 mL concentrated H2SO4 at 0° C. was added 1.7 mL fuming HNO3 in drops over 10 min. After stirring at 0° C. for an additional 30 min, the reaction mixture was poured into 300 mL of ice, extracted with 2×150 mL CH2Cl2, and the combined organics were dried over MgSO4, filtered and evaporated to a yellow oil. Flash chromatography on silica gel, eluting with CH2Cl2 /EtOAc (40/1), gave 1.72 g (7.13 mmol, an 83% yield) of the ti...